Dataset: the Open Reaction Database (ORD), a public repository of structured organic reaction records. Task: describe an organic reaction: reactants, conditions, products, and yield The reactants are C(C)[C@]12[C@H](CC=C2C2=C(CC1)C=1C=CC(=CC1CC2)O)O (13β-ethylgona-1,3,5(10),8,14-pentaene-3,17β-diol), C (charcoal), [H][H] (hydrogen). Run in C1=CC=CC=C1 (benzene). Yields the product C(C)[C@]12[C@H](CC[C@H]2C2=C(CC1)C=1C=CC(=CC1CC2)O)O (13β-Ethylgona-1,3,5(10),8-tetraene-3,17β-diol). RXN SMILES: [CH2:1]([C@:3]12[CH2:11][CH2:10][C:9]3[C:12]4[CH:13]=[CH:14][C:15]([OH:20])=[CH:16][C:17]=4[CH2:18][CH2:19][C:8]=3[C:7]1=[CH:6][CH2:5][C@@H:4]2[OH:21])[CH3:2].C.[H][H]>C1C=CC=CC=1>[CH2:1]([C@:3]12[CH2:11][CH2:10][C:9]3[C:12]4[CH:13]=[CH:14][C:15]([OH:20])=[CH:16][C:17]=4[CH2:18][CH2:19][C:8]=3[C@@H:7]1[CH2:6][CH2:5][C@@H:4]2[OH:21])[CH3:2]. Procedure: Shake 13β-ethylgona-1,3,5(10),8,14-pentaene-3,17β-diol (0.28 g.) in benzene (35 cc.) with 10% palladised charcoal (300 mg.) in an atmosphere of hydrogen until 25 cc. of hydrogen has been absorbed. Filter off the catalyst, evaporate the solvent and recrystallize the residue from methanol to obtain the title product, m.p. 234°-8°; ultraviolet absorption peak at 280 mμ (ε 41,200). Conditions: time 30 minute. Run in CC#N.O (CH3CN H2O). Product: OC1OC(CC1NC(=O)CN1C(C(CC=CC1)NC(=O)C1=NC=CC2=CC=CC=C12)=O)=O (isoquinoline-1-carboxylic acid {1-[(2-hydroxy-5-oxo-tetra-hydrofuran-3-ylcarbamoyl)methyl]-2-oxo-2,3,4,7-tetrahydro-1H-azepin-3-yl} amide). Reported procedure: To a solution of isoquinoline-1-carboxylic acid {1-[(2-ethoxy-5-oxo-tetra-hydrofuran-3-ylcarbamoyl)methyl]-2-oxo-2,3,4,7-tetrahydro-1H-azepin-3-yl} amide, 6, from above in CH3CN/H2O is added trifluoroacetic acid. After stirring for 30 minutes the solution is concentrated in vacuo and the crude product purified by preparative reverse phase HPLC to afford the desired product. The reactants are C(C)OC1OC(CC1NC(=O)CN1C(C(CC=CC1)NC(=O)C1=NC=CC2=CC=CC=C12)=O)=O (isoquinoline-1-carboxylic acid {1-[(2-ethoxy-5-oxo-tetra-hydrofuran-3-ylcarbamoyl)methyl]-2-oxo-2,3,4,7-tetrahydro-1H-azepin-3-yl} amide), FC(C(=O)O)(F)F (trifluoroacetic acid). Reaction SMILES: C([O:3][CH:4]1[CH:8]([NH:9][C:10]([CH2:12][N:13]2[CH2:19][CH:18]=[CH:17][CH2:16][CH:15]([NH:20][C:21]([C:23]3[C:32]4[C:27](=[CH:28][CH:29]=[CH:30][CH:31]=4)[CH:26]=[CH:25][N:24]=3)=[O:22])[C:14]2=[O:33])=[O:11])[CH2:7][C:6](=[O:34])[O:5]1)C.FC(F)(F)C(O)=O>CC#N.O>[OH:3][CH:4]1[CH:8]([NH:9][C:10]([CH2:12][N:13]2[CH2:19][CH:18]=[CH:17][CH2:16][CH:15]([NH:20][C:21]([C:23]3[C:32]4[C:27](=[CH:28][CH:29]=[CH:30][CH:31]=4)[CH:26]=[CH:25][N:24]=3)=[O:22])[C:14]2=[O:33])=[O:11])[CH2:7][C:6](=[O:34])[O:5]1 |f:2.3|. The reactants are N1N=CC2=CC(=CC=C12)C=O (1H-indazole-5-carboxaldehyde), II (iodine), [OH-].[K+] (potassium hydroxide). Run in CN(C)C=O (DMF). Reaction conditions: time 4 hour. Yields the product IC1=NNC2=CC=C(C=C12)C=O (3-Iodo-1H-indazole-5-carbaldehyde). RXN SMILES: [NH:1]1[C:9]2[C:4](=[CH:5][C:6]([CH:10]=[O:11])=[CH:7][CH:8]=2)[CH:3]=[N:2]1.[I:12]I.[OH-].[K+]>CN(C=O)C>[I:12][C:3]1[C:4]2[C:9](=[CH:8][CH:7]=[C:6]([CH:10]=[O:11])[CH:5]=2)[NH:1][N:2]=1 |f:2.3|. Procedure details: To a solution of 1H-indazole-5-carboxaldehyde (670.2 mg, 4.59 mmol) in DMF (5 mL) were added iodine (2.33 g, 9.17 mmol) and potassium hydroxide pellets (1.03 g, 18.36 mmol) at room temperature under stirring. After 4 h, the mixture was quenched with aqueous Na2S2O3 solution and extracted with EtOAc. The combined extracts were washed with brine, dried, and evaporated to afford the title product. Reactants: CCCCOc1cc(N)cc(C)n1, C1CCOC1, O=C1CCC(=O)N1I. Yields the product CCCCOc1nc(C)cc(N)c1I. RXN SMILES: [CH2:1]([CH2:2][CH2:3][CH3:4])[O:5][c:6]1[n:7][c:8]([CH3:13])[cH:9][c:10]([NH2:12])[cH:11]1.[CH2:22]1[O:23][CH2:24][CH2:25][CH2:26]1.[I:14][N:15]1[C:16](=[O:17])[CH2:18][CH2:19][C:20]1=[O:21]>>[CH2:1]([CH2:2][CH2:3][CH3:4])[O:5][c:6]1[n:7][c:8]([CH3:13])[cH:9][c:10]([NH2:12])[c:11]1[I:14]. Procedure details: (R)-(+)-N-[3-(imidazol-4-yl)propyl]-N'-[2-[(5-methylimidazol-4-yl)methylthio]-1-propyl]-guanidine ##STR95## prepared by a method analogous to that of Example 39 from 0.63 g (1.7 mmol) of the previously prepared cyanoguanidine. 0.85 g of a hygroscopic foam composed of equimolar quantities of ammonium chloride and (R)-(+)-N-[3-(imidazol-4-yl)propyl]-N'-[2-[(5-methylimidazol-4-yl) methylthio]-1-propyl]guanidine trihydrochloride is obtained as residue. As a reaction SMILES: [NH:1]1[CH:5]=[C:4]([CH2:6][CH2:7][CH2:8][NH:9][C:10]([NH:12][CH2:13][C@H:14]([S:16][CH2:17][C:18]2[N:19]=[CH:20][NH:21][C:22]=2[CH3:23])[CH3:15])=[NH:11])[N:3]=[CH:2]1.C(NC(N)=N)#N.[Cl-:30].[NH4+]>>[ClH:30].[ClH:30].[ClH:30].[NH:1]1[CH:5]=[C:4]([CH2:6][CH2:7][CH2:8][NH:9][C:10]([NH:12][CH2:13][C@H:14]([S:16][CH2:17][C:18]2[N:19]=[CH:20][NH:21][C:22]=2[CH3:23])[CH3:15])=[NH:11])[N:3]=[CH:2]1 |f:2.3,4.5.6.7|. Yields the product Cl.Cl.Cl.N1C=NC(=C1)CCCNC(=N)NC[C@@H](C)SCC=1N=CNC1C ((R)-(+)-N-[3-(imidazol-4-yl)propyl]-N'-[2-[(5-methylimidazol-4-yl) methylthio]-1-propyl]guanidine trihydrochloride). The reactants are N1C=NC(=C1)CCCNC(=N)NC[C@@H](C)SCC=1N=CNC1C ((R)-(+)-N-[3-(imidazol-4-yl)propyl]-N'-[2-[(5-methylimidazol-4-yl)methylthio]-1-propyl]-guanidine), C(#N)NC(=N)N (cyanoguanidine), [Cl-].[NH4+] (ammonium chloride). Reactants: S(=S)(=O)([O-])[O-].[Na+].[Na+] (sodium thiosulfate), C([O-])([O-])=O.[K+].[K+] (potassium carbonate), C(=O)NC=1SC=C(N1)/C(/C(=O)O)=N/OC(C)=O (2-(2-formylaminothiazol-4-yl)-2-(Z)-(acetoxyimino)acetic acid), ClN1C(CCC1=O)=O (N-chlorosuccinimide). The solvent is C(C)(=O)OCC (ethyl acetate), O1CCCC1 (tetrahydrofuran). Reaction conditions: time 28 minute. The product is ClC1=C(N=C(S1)NC=O)/C(/C(=O)O)=N/OC(C)=O (2-(5-chloro-2-formylaminothiazol-4-yl)-2-(Z)-(acetoxyimino)-acetic acid). Yield: 70.9%. Reaction SMILES: [CH:1]([NH:3][C:4]1[S:5][CH:6]=[C:7](/[C:9](=[N:13]/[O:14][C:15](=[O:17])[CH3:16])/[C:10]([OH:12])=[O:11])[N:8]=1)=[O:2].[Cl:18]N1C(=O)CCC1=O.S([O-])([O-])(=O)=S.[Na+].[Na+].C(=O)([O-])[O-].[K+].[K+]>O1CCCC1.C(OCC)(=O)C>[Cl:18][C:6]1[S:5][C:4]([NH:3][CH:1]=[O:2])=[N:8][C:7]=1/[C:9](=[N:13]/[O:14][C:15](=[O:17])[CH3:16])/[C:10]([OH:12])=[O:11] |f:2.3.4,5.6.7|. Procedure details: To a suspension of 2-(2-formylaminothiazol-4-yl)-2-(Z)-(acetoxyimino)acetic acid (5 g) in tetrahydrofuran (50 ml) was added N-chlorosuccinimide (3.89 g) at room temperature. After the mixture was stirred at room temperature for 5 hours 28 minutes, the reaction mixture was poured into a mixture of 5% aqueous sodium thiosulfate solution (25 ml) and ethyl acetate (50 ml) under ice-cooling. The mixture was adjusted to pH 3.0 with 30% aqueous potassium carbonate solution under ice-cooling, stirred fo...